This data is from the Open Reaction Database (ORD), a public repository of structured organic reaction records. The task is: describe an organic reaction: reactants, conditions, products, and yield Reactants: ice, [OH-].[Na+] (NaOH), N[C@@H](CO)CC ((R)-(−)-2-amino-1-butanol), C(C1=CC=CC=C1)=O (benzaldehyde), [BH4-].[Na+] (sodium borohydride). Solvent: CO (CH3OH). Reaction conditions: time 15 minute. The product is C1(=CC=CC=C1)CN[C@@H](CO)CC ((2R)-2-[(Phenylmethyl)amino]-1-butanol). Yield: 108.6%. Reaction SMILES: [NH2:1][C@H:2]([CH2:5][CH3:6])[CH2:3][OH:4].[CH:7](=O)[C:8]1[CH:13]=[CH:12][CH:11]=[CH:10][CH:9]=1.[BH4-].[Na+].[OH-].[Na+]>CO>[C:8]1([CH2:7][NH:1][C@H:2]([CH2:5][CH3:6])[CH2:3][OH:4])[CH:13]=[CH:12][CH:11]=[CH:10][CH:9]=1 |f:2.3,4.5|. Procedure: To (R)-(−)-2-amino-1-butanol (5 g, 56.1 mmol) in CH3OH (120 mL) was added benzaldehyde (6.24 mL, 61.7 mmol), and the reaction mixture was stirred under nitrogen for 15 minutes. The mixture was then cooled in an ice bath and sodium borohydride (2.33 g, 61.7 mmol) was added portionwise. The mixture was stirred in the ice bath for 1.5 hours. NaOH (6 N, 25 mL) was added and the mixture was concentrated. The resulting residue was taken up in 100 mL H2O and extracted with Et2O (2×). The organics were ... Starting materials: C1CCOC1, CNCc1csc(C(C)C)n1, CCCCCCC, Cc1ccccc1, CC(C)C(NC(=O)Oc1ccccc1)C(=O)O. Yields the product CC(C)c1nc(CN(C)C(=O)NC(C(=O)O)C(C)C)cs1. RXN SMILES: [CH2:36]1[O:37][CH2:38][CH2:39][CH2:40]1.[CH3:1][NH:2][CH2:3][c:4]1[n:5][c:6]([CH:9]([CH3:10])[CH3:11])[s:7][cH:8]1.[CH3:29][CH2:30][CH2:31][CH2:32][CH2:33][CH2:34][CH3:35].[CH3:41][c:42]1[cH:43][cH:44][cH:45][cH:46][cH:47]1.[O:12]([c:14]1[cH:15][cH:16][cH:17][cH:18][cH:20]1)[C:19](=[O:13])[NH:21][CH:22]([CH:23]([CH3:24])[CH3:25])[C:26](=[O:27])[OH:28]>>[CH3:1][N:2]([CH2:3][c:4]1[n:5][c:6]([CH:9]([CH3:10])[CH3:11])[s:7][cH:8]1)[C:19](=[O:12])[NH:21][CH:22]([CH:23]([CH3:24])[CH3:25])[C:26](=[O:27])[OH:28].